Dataset: the Open Reaction Database (ORD), a public repository of structured organic reaction records. Task: describe an organic reaction: reactants, conditions, products, and yield Starting materials: N (ammonia), 2-sulfatoethylamine, 3- or 4-chloroaniline, CN (methylamine), CNC1=CC=CC=C1 (N-methylaniline), 4-sulfonic acid, NCCC(=O)O (β-alanine), 3- or 4-carboxyaniline, ClCCN (2-chloroethylamine), C(O)CN (monoethanolamine), C(C)N (ethylamine), 3- or -4-chloroaniline, aniline-2,4, 3- or 4-methylaniline, CNCCS(=O)(=O)O (N-methyltaurine), aniline-2, 3- or 4-methylaminobenzenesulfonic acid, NC1=CC=CC=C1 (aniline), C(C)NC1=CC=CC=C1 (N-ethylaniline), NCCS(=O)(=O)O (taurine), C(CC)N (n-propylamine). Product: C1(=CC=CC=C1)CC(C)N (1-phenyl-2-propylamine). RXN SMILES: N.[CH2:2]([NH2:4])[CH3:3].N[CH2:6][CH2:7]S(O)(=O)=O.CN[CH2:14][CH2:15]S(O)(=O)=O.CN.[CH2:22](N)[CH2:23]C.[CH2:26](CN)O.NCCC(O)=O.ClCCN.NC1C=CC=CC=1.CNC1C=CC=CC=1.C(NC1C=CC=CC=1)C>>[C:7]1([CH2:3][CH:2]([NH2:4])[CH3:26])[CH:6]=[CH:15][CH:14]=[CH:23][CH:22]=1. Reported procedure: Among them, particularly preferable are ammonia, ethylamine, taurine, N-methyltaurine, methylamine, n-propylamine, monoethanolamine, β-alanine, 2-chloroethylamine, 2-sulfatoethylamine, aniline, aniline-2-, -3- or -4-sulfonic acid, 2-, 3- or 4-carboxyaniline, N-methylaniline, N-ethylaniline, N-ethyl-2-, -3- or -4-chloroaniline, aniline-2,4- or -2,5-disulfonic acid, 2-, 3- or 4-chloroaniline, 2-, 3- or 4-methylaniline, 3- or 4-methylaminobenzenesulfonic acid, and the like. Reactants: FC(S(=O)(=O)OCC=C)(F)F (2-propen-1-yl trifluoromethanesulfonate), CC1(OCC(O1)CCO)C (2,2dimethyl-4-(2-hydroxyethyl)1,3-dioxolane), FC(S(=O)(=O)[O-])(F)F (trifluoromethanesulfonate). Solvent: C(Cl)(Cl)(Cl)Cl (carbon tetrachloride). Product: FC(S(=O)(=O)OCCC1OC(OC1)(C)C)(F)F (2-(2,2-Dimethyl-1,3-dioxolan-4-yl)ethyl trifluoromethane sulfonate). RXN SMILES: [F:1][C:2]([F:11])([F:10])[S:3]([O:6][CH2:7][CH:8]=[CH2:9])(=[O:5])=[O:4].[CH3:12][C:13]1([CH3:21])[O:17]C(CCO)[CH2:15][O:14]1.FC(F)(F)S([O-])(=O)=O>C(Cl)(Cl)(Cl)Cl>[F:11][C:2]([F:10])([F:1])[S:3]([O:6][CH2:7][CH2:8][CH:9]1[CH2:15][O:14][C:13]([CH3:21])([CH3:12])[O:17]1)(=[O:4])=[O:5]. Reported procedure: 2-(2,2-Dimethyl-1,3-dioxolan-4-yl)ethyl trifluoromethane sulfonate was prepared in carbon tetrachloride solution and used as a dried solution in this example in the same way as 2-propen-1-yl trifluoromethanesulfonate was prepared and used in Appexamples 41 through 44, starting with 2,2dimethyl-4-(2-hydroxyethyl)1,3-dioxolane and trifluoromethanesulfonate. Reactants: CCOC(=O)CCCBr, O=C([O-])[O-], CN(C)C=O, [K+], [K+], c1ccc2[nH]ccc2c1. The product is CCOC(=O)CCCn1ccc2ccccc21. RXN SMILES: [Br:10][CH2:11][CH2:12][CH2:13][C:14](=[O:15])[O:16][CH2:17][CH3:18].[C:19](=[O:20])([O-:21])[O-:22].[CH3:25][N:26]([CH3:27])[CH:28]=[O:29].[K+:23].[K+:24].[nH:1]1[cH:2][cH:3][c:4]2[cH:5][cH:6][cH:7][cH:8][c:9]12>>[n:1]1([CH2:11][CH2:12][CH2:13][C:14](=[O:15])[O:16][CH2:17][CH3:18])[cH:2][cH:3][c:4]2[cH:5][cH:6][cH:7][cH:8][c:9]12.